This data is from the Open Reaction Database (ORD), a public repository of structured organic reaction records. The task is: describe an organic reaction: reactants, conditions, products, and yield Starting materials: CO, [H][H], CCCN(CCC)C(=O)C1=Cc2ccc(-c3ccc(C(=O)OCc4ccccc4)cc3)cc2N=C(N)C1. The product is CCCN(CCC)C(=O)C1=Cc2ccc(-c3ccc(C(=O)O)cc3)cc2N=C(N)C1. Reaction SMILES: [CH3:40][OH:41].[H:38][H:39].[NH2:1][C:2]1=[N:8][c:7]2[c:6]([cH:12][cH:11][c:10](-[c:13]3[cH:14][cH:15][c:16]([C:17](=[O:18])[O:19][CH2:20][c:21]4[cH:22][cH:23][cH:24][cH:25][cH:26]4)[cH:27][cH:28]3)[cH:9]2)[CH:5]=[C:4]([C:29]([N:30]([CH2:31][CH2:32][CH3:33])[CH2:34][CH2:35][CH3:36])=[O:37])[CH2:3]1>>[NH2:1][C:2]1=[N:8][c:7]2[c:6]([cH:12][cH:11][c:10](-[c:13]3[cH:14][cH:15][c:16]([C:17](=[O:18])[OH:19])[cH:27][cH:28]3)[cH:9]2)[CH:5]=[C:4]([C:29]([N:30]([CH2:31][CH2:32][CH3:33])[CH2:34][CH2:35][CH3:36])=[O:37])[CH2:3]1. Starting materials: COC=1C=C(CC2N(CCCC3=C2C=C(C(=C3)OC)OC)C(C(=O)O)C3=CC=CC=C3)C=CC1OC ([1-(3,4-dimethoxy-benzyl)-7,8-dimethoxy-1,3,4,5-tetrahydro-benzo[c]azepin-2-yl]-phenyl-acetic acid), C(C1=CC=2OCOC2C=C1)N (piperonylamine). The product is O1COC2=C1C=CC(=C2)CNC(C(C2=CC=CC=C2)N2C(C1=C(CCC2)C=C(C(=C1)OC)OC)CC1=CC(=C(C=C1)OC)OC)=O (N-Benzo[1,3]dioxol-5-ylmethyl-2-[1-(3,4-dimethoxy-benzyl)-7,8-dimethoxy-1,3,4,5-tetrahydro-benzo[c]azepin-2-yl]-2-phenyl-acetamide). Reaction SMILES: [CH3:1][O:2][C:3]1[CH:4]=[C:5]([CH:32]=[CH:33][C:34]=1[O:35][CH3:36])[CH2:6][CH:7]1[C:13]2[CH:14]=[C:15]([O:20][CH3:21])[C:16]([O:18][CH3:19])=[CH:17][C:12]=2[CH2:11][CH2:10][CH2:9][N:8]1[CH:22]([C:26]1[CH:31]=[CH:30][CH:29]=[CH:28][CH:27]=1)[C:23](O)=[O:24].[CH2:37]([NH2:47])[C:38]1[CH:46]=[CH:45][C:44]2[O:43][CH2:42][O:41][C:40]=2[CH:39]=1>>[O:43]1[C:44]2[CH:45]=[CH:46][C:38]([CH2:37][NH:47][C:23](=[O:24])[CH:22]([N:8]3[CH2:9][CH2:10][CH2:11][C:12]4[CH:17]=[C:16]([O:18][CH3:19])[C:15]([O:20][CH3:21])=[CH:14][C:13]=4[CH:7]3[CH2:6][C:5]3[CH:32]=[CH:33][C:34]([O:35][CH3:36])=[C:3]([O:2][CH3:1])[CH:4]=3)[C:26]3[CH:31]=[CH:30][CH:29]=[CH:28][CH:27]=3)=[CH:39][C:40]=2[O:41][CH2:42]1. Procedure: prepared by reaction of [1-(3,4-dimethoxy-benzyl)-7,8-dimethoxy-1,3,4,5-tetrahydro-benzo[c]azepin-2-yl]-phenyl-acetic acid with piperonylamine. The reactants are Cn1c(C(C)(C)C)cc(=NC(=O)c2cc(C(F)(F)F)ccc2F)n1CC1CCCO1, NCC1CCCO1. Product: Cn1c(C(C)(C)C)cc(=NC(=O)c2cc(C(F)(F)F)ccc2NCC2CCCO2)n1CC1CCCO1. As a reaction SMILES: [C:1]([CH3:2])([CH3:3])([CH3:4])[c:5]1[cH:6][c:7](=[N:17][C:18]([c:19]2[c:20]([F:29])[cH:21][cH:22][c:23]([C:25]([F:26])([F:27])[F:28])[cH:24]2)=[O:30])[n:8]([CH2:11][CH:12]2[O:13][CH2:14][CH2:15][CH2:16]2)[n:9]1[CH3:10].[O:31]1[CH:32]([CH2:36][NH2:37])[CH2:33][CH2:34][CH2:35]1>>[C:1]([CH3:2])([CH3:3])([CH3:4])[c:5]1[cH:6][c:7](=[N:17][C:18]([c:19]2[c:20]([NH:37][CH2:36][CH:32]3[O:31][CH2:35][CH2:34][CH2:33]3)[cH:21][cH:22][c:23]([C:25]([F:26])([F:27])[F:28])[cH:24]2)=[O:30])[n:8]([CH2:11][CH:12]2[O:13][CH2:14][CH2:15][CH2:16]2)[n:9]1[CH3:10]. Starting materials: C, CC(C)=O, COC(=O)C(C)c1ccc2c(c1)C(=O)Cc1cc([N+](=O)[O-])ccc1S2, [Pd]. Product: COC(=O)C(C)c1ccc2c(c1)C(=O)Cc1cc(N)ccc1S2. As a reaction SMILES: [C:26].[CH3:28][C:29](=[O:30])[CH3:31].[N+:1]([O-:2])(=[O:3])[c:4]1[cH:5][cH:6][c:7]2[c:8]([cH:25]1)[CH2:9][C:10](=[O:24])[c:11]1[c:12]([cH:14][cH:15][c:16]([CH:18]([C:19](=[O:20])[O:21][CH3:22])[CH3:23])[cH:17]1)[S:13]2.[Pd:27]>>[NH2:1][c:4]1[cH:5][cH:6][c:7]2[c:8]([cH:25]1)[CH2:9][C:10](=[O:24])[c:11]1[c:12]([cH:14][cH:15][c:16]([CH:18]([C:19](=[O:20])[O:21][CH3:22])[CH3:23])[cH:17]1)[S:13]2. The reactants are C(C1=CC=CC=C1)(=O)OC1=C(C=C(C(=C1)O)NC(C1=CC=CC=C1)=O)Cl (4-(benzoylamino)-2-chloro-5-hydroxyphenyl benzoate), [N+](=O)([O-])C=1C=C(C=CC1)S(=O)(=O)OC[C@]1(OC1)C ([(2S)-2-methyloxiran-2-yl]methyl 3-nitrobenzenesulfonate), CN(C)C=O (DMF). Solvent: O (water). Product: C(C1=CC=CC=C1)(=O)OC1=C(C=C(C(=C1)OC[C@H]1OC1)NC(C1=CC=CC=C1)=O)Cl (4-(Benzoylamino)-2-chloro-5-[(2S)-oxiran-2-ylmethoxy]phenyl benzoate). Yield: 98.6%. Reaction SMILES: [C:1]([O:9][C:10]1[CH:15]=[C:14]([OH:16])[C:13]([NH:17][C:18](=[O:25])[C:19]2[CH:24]=[CH:23][CH:22]=[CH:21][CH:20]=2)=[CH:12][C:11]=1[Cl:26])(=[O:8])[C:2]1[CH:7]=[CH:6][CH:5]=[CH:4][CH:3]=1.[N+](C1C=C(S(O[CH2:40][C@:41]2(C)[CH2:43][O:42]2)(=O)=O)C=CC=1)([O-])=O.CN(C=O)C>O>[C:1]([O:9][C:10]1[CH:15]=[C:14]([O:16][CH2:40][C@@H:41]2[CH2:43][O:42]2)[C:13]([NH:17][C:18](=[O:25])[C:19]2[CH:20]=[CH:21][CH:22]=[CH:23][CH:24]=2)=[CH:12][C:11]=1[Cl:26])(=[O:8])[C:2]1[CH:7]=[CH:6][CH:5]=[CH:4][CH:3]=1. Procedure details: To a stirred solution of 4-(benzoylamino)-2-chloro-5-hydroxyphenyl benzoate (103 mg, 0.28 mmol) and [(2S)-2-methyloxiran-2-yl]methyl 3-nitrobenzenesulfonate (73 mg, 0.28 mmol) in DMF (3 mL) cesium carbonate (98 mg, 0.3 mmol) was added. The stirring was continued at ambient temperature over night. The mixture was poured into water and partitioned between water and ethylacetate. The organic phase was washed with water, dried and concentrated in vacuo to give a white solid (117 mg, 98%). The solid ... Reactants: C(=C)[Mg]Br (vinyl-magnesium bromide), [Si](C)(C)(C(C)(C)C)OCCCOC=1C=CC(=C(C=O)C1)[N+](=O)[O-] (5-[3'-(t-Butyidimethylsilyloxy)propyloxy]-2-nitrobenzaldehyde), Cl (hydrochloric acid). Solvent: C1CCOC1 (THF), C1CCOC1 (THF). Run at time 2 hour. Product: [Si](C)(C)(C(C)(C)C)OCCCOC=1C=CC(=C(C1)C(C=C)O)[N+](=O)[O-] (1-{5'-[3"-(t-butyldimethylsilyloxy)propyloxy]-2'-nitrophenyl}-2-propen-1-ol). Isolated yield 80.0%. As a reaction SMILES: [Si:1]([O:8][CH2:9][CH2:10][CH2:11][O:12][C:13]1[CH:14]=[CH:15][C:16]([N+:21]([O-:23])=[O:22])=[C:17]([CH:20]=1)[CH:18]=[O:19])([C:4]([CH3:7])([CH3:6])[CH3:5])([CH3:3])[CH3:2].[CH:24]([Mg]Br)=[CH2:25].Cl>C1COCC1>[Si:1]([O:8][CH2:9][CH2:10][CH2:11][O:12][C:13]1[CH:14]=[CH:15][C:16]([N+:21]([O-:23])=[O:22])=[C:17]([CH:18]([OH:19])[CH:24]=[CH2:25])[CH:20]=1)([C:4]([CH3:6])([CH3:7])[CH3:5])([CH3:3])[CH3:2]. Procedure details: 5-[3'-(t-Butyidimethylsilyloxy)propyloxy]-2-nitrobenzaldehyde (5.80 g) is dissolved in dry THF (35 ml), and thereto is added with stirring vinyl-magnesium bromide (1.7 equivalent) in THF solution in a dry ice-acetone bath. The mixture is stirred for two hours, and thereto is added 5% hydrochloric acid (30 ml). The mixture is stirred at room temperature, extracted with ethyl acetate, and purified by silica gel column chromatography to give 1-{5'-[3"-(t-butyldimethylsilyloxy)propyloxy]-2'-nitrophe...